This data is from the Open Reaction Database (ORD), a public repository of structured organic reaction records. The task is: describe an organic reaction: reactants, conditions, products, and yield Reactants: Cl.C12CC(CC(CCC1)N2)=O (9-azabicyclo[3.3.1]nonan-3-one hydrochloride), FC1=CC=C(C=C1)NN (4-fluorophenylhydrazine), N1C=CC2=CC=CC=C12 (indole). The solvent is C(Cl)Cl (methylene chloride). Yields the product FN1C2=C(C3=CC=CC=C13)C1CCCC(C2)N1 (5-Fluoro-6,7,8,9,10,11-hexahydro-7,11-iminocyclooct[b]indole). Yield: 74.0%. RXN SMILES: Cl.[CH:2]12[NH:10][CH:6]([CH2:7][CH2:8][CH2:9]1)[CH2:5][C:4](=O)[CH2:3]2.[F:12]C1C=CC(NN)=CC=1.[NH:21]1[C:29]2[C:24](=[CH:25][CH:26]=[CH:27][CH:28]=2)C=C1>C(Cl)Cl>[F:12][N:21]1[C:29]2[C:24](=[CH:25][CH:26]=[CH:27][CH:28]=2)[C:3]2[CH:2]3[NH:10][CH:6]([CH2:5][C:4]1=2)[CH2:7][CH2:8][CH2:9]3 |f:0.1|. Procedure: This compound was prepared from 9-azabicyclo[3.3.1]nonan-3-one hydrochloride and 4-fluorophenylhydrazine by the Fischer indole synthesis as described in Example 1, Method A. The product was obtained as yellow crystals (74% yield), mp 200°-201° C. (from methylene chloride). Starting materials: ClC1=NC(=NC(=N1)Cl)C1=CC=CC=C1 (2,4-dichloro-6-phenyl-1,3,5-triazine), C1(=CC=CC=C1)C=1C=CC=2NC3=CC=C(C=C3C2C1)C1=CC=CC=C1 (3,6-diphenyl-9H-carbazole), [H-].[Na+] (NaH), oil. The solvent is C1CCOC1 (THF), C1CCOC1 (THF). Conditions: time 1 hour. Yields the product ClC1=NC(=NC(=N1)C1=CC=CC=C1)N1C2=CC=C(C=C2C=2C=C(C=CC12)C1=CC=CC=C1)C1=CC=CC=C1 (9-(4-Chloro-6-phenyl-1,3,5-triazin-2-yl)-3,6-diphenyl-9H-carbazole). RXN SMILES: [C:1]1([C:7]2[CH:8]=[CH:9][C:10]3[NH:11][C:12]4[C:17]([C:18]=3[CH:19]=2)=[CH:16][C:15]([C:20]2[CH:25]=[CH:24][CH:23]=[CH:22][CH:21]=2)=[CH:14][CH:13]=4)[CH:6]=[CH:5][CH:4]=[CH:3][CH:2]=1.[H-].[Na+].[Cl:28][C:29]1[N:34]=[C:33](Cl)[N:32]=[C:31]([C:36]2[CH:41]=[CH:40][CH:39]=[CH:38][CH:37]=2)[N:30]=1>C1COCC1>[Cl:28][C:29]1[N:30]=[C:31]([C:36]2[CH:41]=[CH:40][CH:39]=[CH:38][CH:37]=2)[N:32]=[C:33]([N:11]2[C:12]3[CH:13]=[CH:14][C:15]([C:20]4[CH:21]=[CH:22][CH:23]=[CH:24][CH:25]=4)=[CH:16][C:17]=3[C:18]3[C:10]2=[CH:9][CH:8]=[C:7]([C:1]2[CH:6]=[CH:5][CH:4]=[CH:3][CH:2]=2)[CH:19]=3)[N:34]=1 |f:1.2|. Procedure details: 29.9 g (93.6 mmol) of 3,6-diphenyl-9H-carbazole are dissolved in 660 ml of THF under a protective-gas atmosphere, and 7.49 g of 60% NaH in mineral oil (187 mmol) are added. After 1 h at room temperature, a solution of 2,4-dichloro-6-phenyl-1,3,5-triazine (63.1 g, 279.3 mmol) in 300 ml of THF is added dropwise. The reaction mixture is stirred at room temperature for 12 h. After this time, the reaction mixture is poured onto ice and extracted three times with dichloromethane. The combined organic ...